The task is: describe an organic reaction: reactants, conditions, products, and yield. This data is from the Open Reaction Database (ORD), a public repository of structured organic reaction records. Reactants: NC1=NC(=CC(=N1)N1C[C@H](CCC1)C(=O)O)C1=CC(=C(C=C1)C#N)F ((3S)-1-[2-amino-6-(4-cyano-3-fluorophenyl)-4-pyrimidinyl]-3-piperidinecarboxylic acid), C(CCl)Cl (EDC), C=1C=CC2=C(C1)N=NN2O (HOBT), NC1=CC=C(C=C1)C (p-toluidine). Solvent: CN(C)C=O (DMF), CCOC(=O)C (EtOAc). Conditions: time 4 hour. Yields the product NC1=NC(=CC(=N1)N1C[C@H](CCC1)C(=O)NC1=CC=C(C=C1)C)C1=CC(=C(C=C1)C#N)F ((3S)-1-[2-Amino-6-(4-cyano-3-fluorophenyl)-4-pyrimidinyl]-N-(4-methylphenyl)-3-piperidinecarboxamide). Yield: 51.0%. RXN SMILES: [NH2:1][C:2]1[N:7]=[C:6]([N:8]2[CH2:13][CH2:12][CH2:11][C@H:10]([C:14]([OH:16])=O)[CH2:9]2)[CH:5]=[C:4]([C:17]2[CH:22]=[CH:21][C:20]([C:23]#[N:24])=[C:19]([F:25])[CH:18]=2)[N:3]=1.C(Cl)CCl.C1C=CC2N(O)N=NC=2C=1.[NH2:40][C:41]1[CH:46]=[CH:45][C:44]([CH3:47])=[CH:43][CH:42]=1>CN(C=O)C.CCOC(C)=O>[NH2:1][C:2]1[N:7]=[C:6]([N:8]2[CH2:13][CH2:12][CH2:11][C@H:10]([C:14]([NH:40][C:41]3[CH:46]=[CH:45][C:44]([CH3:47])=[CH:43][CH:42]=3)=[O:16])[CH2:9]2)[CH:5]=[C:4]([C:17]2[CH:22]=[CH:21][C:20]([C:23]#[N:24])=[C:19]([F:25])[CH:18]=2)[N:3]=1. Procedure details: To a solution of (3S)-1-[2-amino-6-(4-cyano-3-fluorophenyl)-4-pyrimidinyl]-3-piperidinecarboxylic acid (146 mg, 0.428 mmol), EDC (115 mg, 0.599 mmol), and HOBT (81 mg, 0.599 mmol) in DMF (8 mL) was added p-toluidine (46 mg, 0.43 mmol), and the reaction mixture was stirred at room temperature for 4 hours. LCMS showed reaction was completed. The reaction was poured onto water, and EtOAc was added to extract the product. The product stayed in the EtOAc layer. The organic solution was concentrated t... Starting materials: OC1=NOC(=C1)C1=CC=C(C=C1)C(F)(F)F (3-Hydroxy-5-(4-trifluoromethylphenyl)isoxazole), C(C)(C)(C)OC(=O)NCCO (2-(N-tert-butoxycarbonylamino)ethanol). The product is C(C)(C)(C)OC(=O)NCCOC1=NOC(=C1)C1=CC=C(C=C1)C(F)(F)F (3-(2-(N-tert-Butoxycarbonylamino)ethoxy)-5-(4-trifluoromethylphenyl)isoxazole). Isolated yield 80.0%. Reaction SMILES: [OH:1][C:2]1[CH:6]=[C:5]([C:7]2[CH:12]=[CH:11][C:10]([C:13]([F:16])([F:15])[F:14])=[CH:9][CH:8]=2)[O:4][N:3]=1.[C:17]([O:21][C:22]([NH:24][CH2:25][CH2:26]O)=[O:23])([CH3:20])([CH3:19])[CH3:18]>>[C:17]([O:21][C:22]([NH:24][CH2:25][CH2:26][O:1][C:2]1[CH:6]=[C:5]([C:7]2[CH:8]=[CH:9][C:10]([C:13]([F:14])([F:16])[F:15])=[CH:11][CH:12]=2)[O:4][N:3]=1)=[O:23])([CH3:20])([CH3:19])[CH3:18]. Procedure details: 3-Hydroxy-5-(4-trifluoromethylphenyl)isoxazole (0.2 g) and 2-(N-tert-butoxycarbonylamino)ethanol (0.15 g) were subjected to reaction and post-treatment in a similar manner to that described in Example 9(a) to obtain the title compound (0.26 g, 81%) as a colorless powder. Starting materials: OCCN(C(CCCCCCCCCCC)=O)CCO (N,N-bis(2-hydroxyethyl)lauramide), O1C(=CC=C1)C(=O)Cl (furoyl chloride). Product: O1C(=CC=C1)C(=O)OCCN(C(CCCCCCCCCCC)=O)CCOC(=O)C=1OC=CC1 (N,N-bis(2-furoyloxyethyl)lauramide). RXN SMILES: [OH:1][CH2:2][CH2:3][N:4]([CH2:18][CH2:19][OH:20])[C:5](=[O:17])[CH2:6][CH2:7][CH2:8][CH2:9][CH2:10][CH2:11][CH2:12][CH2:13][CH2:14][CH2:15][CH3:16].[O:21]1[CH:25]=[CH:24][CH:23]=[C:22]1[C:26](Cl)=[O:27]>>[O:21]1[CH:25]=[CH:24][CH:23]=[C:22]1[C:26]([O:1][CH2:2][CH2:3][N:4]([CH2:18][CH2:19][O:20][C:26]([C:22]1[O:21][CH:25]=[CH:24][CH:23]=1)=[O:27])[C:5](=[O:17])[CH2:6][CH2:7][CH2:8][CH2:9][CH2:10][CH2:11][CH2:12][CH2:13][CH2:14][CH2:15][CH3:16])=[O:27]. Procedure: N,N-bis(2-furoyloxyethyl)lauramide was prepared by the procedure of example 1 from 28 gms. (0.1 mole) of N,N-bis(2-hydroxyethyl)lauramide and 26 gms. (0.2 mole) of furoyl chloride. The structure of the final product was characterized on the basis of IR and NMR spectral analyses as described in example 1.